From a dataset of the Open Reaction Database (ORD), a public repository of structured organic reaction records. describe an organic reaction: reactants, conditions, products, and yield The product is CC(CCl)c1ccc([N+](=O)[O-])cc1. Starting materials: Cc1ccccc1, C=C(CCl)c1ccc([N+](=O)[O-])cc1, Cl[Rh], c1ccc(P(c2ccccc2)c2ccccc2)cc1, c1ccc(P(c2ccccc2)c2ccccc2)cc1, c1ccc(P(c2ccccc2)c2ccccc2)cc1. Reaction SMILES: [CH3:14][c:15]1[cH:16][cH:17][cH:18][cH:19][cH:20]1.[Cl:1][CH2:2][C:3](=[CH2:4])[c:5]1[cH:6][cH:7][c:8]([N+:11](=[O:12])[O-:13])[cH:9][cH:10]1.[Rh:21][Cl:22].[c:23]1([P:24]([c:25]2[cH:26][cH:27][cH:28][cH:29][cH:30]2)[c:31]2[cH:32][cH:33][cH:34][cH:35][cH:36]2)[cH:37][cH:38][cH:39][cH:40][cH:41]1.[c:42]1([P:43]([c:44]2[cH:45][cH:46][cH:47][cH:48][cH:49]2)[c:50]2[cH:51][cH:52][cH:53][cH:54][cH:55]2)[cH:56][cH:57][cH:58][cH:59][cH:60]1.[c:61]1([P:62]([c:63]2[cH:64][cH:65][cH:66][cH:67][cH:68]2)[c:69]2[cH:70][cH:71][cH:72][cH:73][cH:74]2)[cH:75][cH:76][cH:77][cH:78][cH:79]1>>[Cl:1][CH2:2][CH:3]([CH3:4])[c:5]1[cH:6][cH:7][c:8]([N+:11](=[O:12])[O-:13])[cH:9][cH:10]1. Starting materials: solution, CC1=C(C(=O)Cl)C=CC=C1[N+](=O)[O-] (2-methyl-3-nitro-benzoyl chloride), ice water, Cl (hydrochloric acid). The reagents and catalysts are [Cl-].[Cd+2].[Cl-] (cadmium chloride). Solvent: C1=CC=CC=C1 (benzene). Reaction conditions: temperature 8 celsius, time 18 hour. Product: CC1=C(C(=O)C2=CC=C(C=C2)Cl)C=CC=C1[N+](=O)[O-] (2-methyl-3-nitro-4'-chloro-benzophenone). RXN SMILES: [CH3:1][C:2]1[C:10]([N+:11]([O-:13])=[O:12])=[CH:9][CH:8]=[CH:7][C:3]=1[C:4](Cl)=[O:5].[ClH:14]>C1C=CC=CC=1.[Cl-].[Cd+2].[Cl-]>[CH3:1][C:2]1[C:10]([N+:11]([O-:13])=[O:12])=[CH:9][CH:8]=[CH:7][C:3]=1[C:4]([C:2]1[CH:10]=[CH:9][C:8]([Cl:14])=[CH:7][CH:3]=1)=[O:5] |f:3.4.5|. Procedure: A mixture of 30 g of magnesium and 450 ml of ether was refluxed and then a solution of 191 g of p-chlorobromobenzene in 600 ml of ether was slowly added and reflux was continued for 11/2 hours after the addition. The mixture was cooled to 20°C to obtain an ether solution of 0.7N p-chlorophenyl magnesium bromide. After cooling 800 ml of the solution to 10°C, 55.7 g of cadmium chloride were added thereto and the ether was distilled off while adding benzene as a replacement. After obtaining 1 l of ...